Dataset: the Open Reaction Database (ORD), a public repository of structured organic reaction records. Task: describe an organic reaction: reactants, conditions, products, and yield Reactants: CC(C)(C)C(=O)Cl, O=C(CSCCO)NCC=CCOc1cc(CN2CCCCC2)ccn1. Product: CC(C)(C)C(=O)OCCSCC(=O)NCC=CCOc1cc(CN2CCCCC2)ccn1. As a reaction SMILES: [CH3:27][C:28]([C:29](=[O:30])[Cl:31])([CH3:32])[CH3:33].[N:1]1([CH2:7][c:8]2[cH:9][c:10]([O:14][CH2:15][CH:16]=[CH:17][CH2:18][NH:19][C:20]([CH2:21][S:22][CH2:23][CH2:24][OH:25])=[O:26])[n:11][cH:12][cH:13]2)[CH2:2][CH2:3][CH2:4][CH2:5][CH2:6]1>>[N:1]1([CH2:7][c:8]2[cH:9][c:10]([O:14][CH2:15][CH:16]=[CH:17][CH2:18][NH:19][C:20]([CH2:21][S:22][CH2:23][CH2:24][O:25][C:29]([C:28]([CH3:27])([CH3:32])[CH3:33])=[O:30])=[O:26])[n:11][cH:12][cH:13]2)[CH2:2][CH2:3][CH2:4][CH2:5][CH2:6]1. The reactants are C(CCC)[Li] (n-butyllithium), C(C1=CC=CC=C1)OC(=O)NC=1C=CC(=C(C1)F)N1CC(N(CC1)C)=O (5-Benzyloxycarbonylamino-2-(4-methyl-3-oxopiperazin-1-yl)fluorobenzene), C([C@H]1CO1)OC(CCC)=O ((R)-glycidylbutyrate). The solvent is C1CCOC1 (THF). Run at temperature -78 celsius, time 5 minute. Product: FC=1C=C(C=CC1N1CC(N(CC1)C)=O)N1C(O[C@H](C1)CO)=O ((5R)-3-(3-fluoro-4-{4-methyl-3-oxopiperazin-1-yl}phenyl)-5-hydroxymethyloxazolidin-2-one). As a reaction SMILES: C(O[C:9]([NH:11][C:12]1[CH:13]=[CH:14][C:15]([N:19]2[CH2:24][CH2:23][N:22]([CH3:25])[C:21](=[O:26])[CH2:20]2)=[C:16]([F:18])[CH:17]=1)=O)C1C=CC=CC=1.C([Li])CCC.[CH2:32]([O:36][C:37](=[O:41])CCC)[C@@H:33]1[O:35]C1>C1COCC1>[F:18][C:16]1[CH:17]=[C:12]([N:11]2[CH2:9][C@H:32]([CH2:33][OH:35])[O:36][C:37]2=[O:41])[CH:13]=[CH:14][C:15]=1[N:19]1[CH2:24][CH2:23][N:22]([CH3:25])[C:21](=[O:26])[CH2:20]1. Procedure details: 5-Benzyloxycarbonylamino-2-(4-methyl-3-oxopiperazin-1-yl)fluorobenzene (4.5 g) was dissolved in dry THF (100 ml) under argon and the solution cooled to -78° C. A solution of n-butyllithium (8.67 ml, 1.6 M in hexane) was added to this whilst keeping the temperature below -60° C. The mixture was stirred for 5 minutes and (R)-glycidylbutyrate (1.86 ml) was added. Stirring was continued at -78° C. for 30 minutes and the temperature then allowed to rise to ambient over 16 hours. The mixture was evapo... Yields the product CCC(CC)(c1ccc(O)c(C)c1)c1ccc(CCC(C)(C)O)c(C)c1. Reaction SMILES: [C:1]([Si:2]([CH3:3])([CH3:4])[O:6][c:7]1[c:8]([CH3:31])[cH:9][c:10]([C:13]([CH2:14][CH3:15])([CH2:16][CH3:17])[c:18]2[cH:19][c:20]([CH3:30])[c:21]([CH2:24][CH2:25][C:26]([CH3:27])([OH:28])[CH3:29])[cH:22][cH:23]2)[cH:11][cH:12]1)([CH3:5])([CH3:32])[CH3:33].[CH2:34]1[O:35][CH2:36][CH2:37][CH2:38]1.[CH2:40]([N+:41]([CH2:42][CH2:43][CH2:44][CH3:45])([CH2:46][CH2:47][CH2:48][CH3:49])[CH2:50][CH2:51][CH2:52][CH3:53])[CH2:54][CH2:55][CH3:56].[CH3:57][CH2:58][O:59][C:60]([CH3:61])=[O:62].[F-:39]>>[OH:6][c:7]1[c:8]([CH3:31])[cH:9][c:10]([C:13]([CH2:14][CH3:15])([CH2:16][CH3:17])[c:18]2[cH:19][c:20]([CH3:30])[c:21]([CH2:24][CH2:25][C:26]([CH3:27])([OH:28])[CH3:29])[cH:22][cH:23]2)[cH:11][cH:12]1. The reactants are CCC(CC)(c1ccc(CCC(C)(C)O)c(C)c1)c1ccc(O[Si](C)(C)C(C)(C)C)c(C)c1, C1CCOC1, CCCC[N+](CCCC)(CCCC)CCCC, CCOC(C)=O, [F-]. The reactants are C(CCC)(=O)C=1C=NC2=C(C=CC=C2C1NC1=C(C=CC=C1)C)O (3-butyryl-4-(2-methylphenylamino)-8-hydroxyquinoline), CC(C)([O-])C.[K+] (potassium t-butoxide), ClCCOCCO (2-(2-chloroethoxy)ethanol). Run in O1CCCC1 (tetrahydrofuran). Product: C(CCC)(=O)C=1C=NC2=C(C=CC=C2C1NC1=C(C=CC=C1)C)OCCOCCO (3-butyryl-4-(2-methylphenylamino)-8-(2-(2-hydroxyethoxy)ethoxy)quinoline). Yield: 57.8%. RXN SMILES: [C:1]([C:6]1[CH:7]=[N:8][C:9]2[C:14]([C:15]=1[NH:16][C:17]1[CH:22]=[CH:21][CH:20]=[CH:19][C:18]=1[CH3:23])=[CH:13][CH:12]=[CH:11][C:10]=2[OH:24])(=[O:5])[CH2:2][CH2:3][CH3:4].CC(C)([O-])C.[K+].Cl[CH2:32][CH2:33][O:34][CH2:35][CH2:36][OH:37]>O1CCCC1>[C:1]([C:6]1[CH:7]=[N:8][C:9]2[C:14]([C:15]=1[NH:16][C:17]1[CH:22]=[CH:21][CH:20]=[CH:19][C:18]=1[CH3:23])=[CH:13][CH:12]=[CH:11][C:10]=2[O:24][CH2:32][CH2:33][O:34][CH2:35][CH2:36][OH:37])(=[O:5])[CH2:2][CH2:3][CH3:4] |f:1.2|. Reported procedure: 3-butyryl-4-(2-methylphenylamino)-8-hydroxyquinoline (2.40 g, 7.5 mmol) and potassium t-butoxide (1.22 g, 10 mmol) were dissolved in tetrahydrofuran (40 ml), 2-(2-chloroethoxy)ethanol (1.58 ml, 15 mmol) added, and the mixture heated at reflux for 18 hours. The solvent was evaporated, the residue taken up in dichloromethane, washed with water and brine, dried and evaporated. Chromatography (silica gel, 3-5% methanol in dichloromethane) and recrystallisation from ethyl acetate gave 3-butyryl-4-(2-...